Dataset: the Open Reaction Database (ORD), a public repository of structured organic reaction records. Task: describe an organic reaction: reactants, conditions, products, and yield Starting materials: CO, [H][H], O=C(NCCO)c1ccc(OCC2(O)CCN(Cc3ccccc3)CC2)cc1. Yields the product O=C(NCCO)c1ccc(OCC2(O)CCNCC2)cc1. RXN SMILES: [CH3:31][OH:32].[H:29][H:30].[OH:1][CH2:2][CH2:3][NH:4][C:5]([c:6]1[cH:7][cH:8][c:9]([O:12][CH2:13][C:14]2([OH:27])[CH2:15][CH2:16][N:17]([CH2:20][c:21]3[cH:22][cH:23][cH:24][cH:25][cH:26]3)[CH2:18][CH2:19]2)[cH:10][cH:11]1)=[O:28]>>[OH:1][CH2:2][CH2:3][NH:4][C:5]([c:6]1[cH:7][cH:8][c:9]([O:12][CH2:13][C:14]2([OH:27])[CH2:15][CH2:16][NH:17][CH2:18][CH2:19]2)[cH:10][cH:11]1)=[O:28]. The reactants are O=C1C(N(CCN1)C(=O)OC(C)(C)C)CC1=CC=C(C=C1)OCC1=CC=CC=C1 (t-Butyl 3-Oxo-2[4-benzyloxybenzyl]-1-piperazinecarboxylate), C1CCOC1 (THF), [H-].[Na+] (NaH), BrCC(=O)OC (methyl α-bromoacetate). Solvent: O (water). Conditions: time 8 hour. Yields the product C(C)(C)(C)OC(=O)N1C(C(N(CC1)CC(=O)OC)=O)CC1=CC=C(C=C1)OCC1=CC=CC=C1 (Methyl 4-(t-Butoxycarbonyl)-2-oxo-3-(4-benzyloxybenzyl)-1-piperazineacetate). Reaction SMILES: [O:1]=[C:2]1[NH:7][CH2:6][CH2:5][N:4]([C:8]([O:10][C:11]([CH3:14])([CH3:13])[CH3:12])=[O:9])[CH:3]1[CH2:15][C:16]1[CH:21]=[CH:20][C:19]([O:22][CH2:23][C:24]2[CH:29]=[CH:28][CH:27]=[CH:26][CH:25]=2)=[CH:18][CH:17]=1.C1COCC1.[H-].[Na+].Br[CH2:38][C:39]([O:41][CH3:42])=[O:40]>O>[C:11]([O:10][C:8]([N:4]1[CH2:5][CH2:6][N:7]([CH2:38][C:39]([O:41][CH3:42])=[O:40])[C:2](=[O:1])[CH:3]1[CH2:15][C:16]1[CH:17]=[CH:18][C:19]([O:22][CH2:23][C:24]2[CH:29]=[CH:28][CH:27]=[CH:26][CH:25]=2)=[CH:20][CH:21]=1)=[O:9])([CH3:13])([CH3:14])[CH3:12] |f:2.3|. Procedure details: To a solution of t-boc-(4-benzyloxybenzyl)piperazinone 3a (2.66 g, 6.72×10-3 mole) and dry THF (20 ml) under argon at room temperature is added portionwise NaH (0.30 g, 7.4×10-3 mole, 59% oil dispersion). After stirring 1/2 hour at room temperature a solution of methyl α-bromoacetate (0.62 ml, 7.4×10-3 mole) is added via syringe. After stirring overnight the reaction mixture is poured into water which is subsequently extracted with Et2O (3 times). The combined ethereal extracts are washed with s... The reactants are ClC1=C(C(=CC(=C1)C(F)(F)F)Cl)NNC(C#N)CC#N (2-(2,6-dichloro-4-trifluoromethylphenylhydrazino)succinonitrile), cupric chloride. The solvent is ClC1=CC=CC=C1 (chlorobenzene). Product: title compound, NC1=CC(=NN1C1=C(C=C(C=C1Cl)C(F)(F)F)Cl)C#N (5-amino-3-cyano-1-(2,6-dichloro-4-trifluoromethylphenyl)pyrazole). RXN SMILES: [Cl:1][C:2]1[CH:7]=[C:6]([C:8]([F:11])([F:10])[F:9])[CH:5]=[C:4]([Cl:12])[C:3]=1[NH:13][NH:14][CH:15]([CH2:18][C:19]#[N:20])[C:16]#[N:17]>ClC1C=CC=CC=1>[NH2:20][C:19]1[N:13]([C:3]2[C:2]([Cl:1])=[CH:7][C:6]([C:8]([F:10])([F:11])[F:9])=[CH:5][C:4]=2[Cl:12])[N:14]=[C:15]([C:16]#[N:17])[CH:18]=1. Reported procedure: A mixture of 2-(2,6-dichloro-4-trifluoromethylphenylhydrazino)succinonitrile (0.323 g) and cupric chloride (0.175 g) was heated in chlorobenzene at 60° C. for 6 hours. After filtration and evaporation, the title compound and 5-amino-3-cyano-1-(2,6-dichloro-4-trifluoromethylphenyl)pyrazole were obtained as a 7:1 mixture. Column chromatography on silica gel eluting with dichloromethane gave the pure title compound, obtained as a mixture of syn and anti isomers, NMR (anti isomer) 3.6 (s, 2H), 7.57 ... The reactants are [Cl-].[Cl-].[Cl-].[Cl-].[Zr+4] (ZrCl4), [OH-].[Na+] (NaOH), CC(C)(C(CC(C(C)(C)C)=O)=O)C (2,2,6,6-tetramethyl-3,5-heptanedione), O (water). The solvent is CO (methanol), CO (methanol). Reaction conditions: time 1 hour. The product is CC(/C(=C/C(=O)C(C)(C)C)/O)(C)C.CC(/C(=C/C(=O)C(C)(C)C)/O)(C)C.CC(/C(=C/C(=O)C(C)(C)C)/O)(C)C.CC(/C(=C/C(=O)C(C)(C)C)/O)(C)C.[Zr] (tetrakis(2,2,6,6-tetramethyl-3,5-heptanedionato)zirconium). The yield is 98.1%. RXN SMILES: [CH3:1][C:2]([CH3:13])([C:4](=[O:12])[CH2:5][C:6](=[O:11])[C:7]([CH3:10])([CH3:9])[CH3:8])[CH3:3].[Cl-].[Cl-].[Cl-].[Cl-].[Zr+4:18].O.[OH-].[Na+]>CO>[CH3:1][C:2]([CH3:13])([CH3:3])/[C:4](/[OH:12])=[CH:5]/[C:6]([C:7]([CH3:10])([CH3:9])[CH3:8])=[O:11].[CH3:1][C:2]([CH3:13])([CH3:3])/[C:4](/[OH:12])=[CH:5]/[C:6]([C:7]([CH3:10])([CH3:9])[CH3:8])=[O:11].[CH3:1][C:2]([CH3:13])([CH3:3])/[C:4](/[OH:12])=[CH:5]/[C:6]([C:7]([CH3:10])([CH3:9])[CH3:8])=[O:11].[CH3:1][C:2]([CH3:13])([CH3:3])/[C:4](/[OH:12])=[CH:5]/[C:6]([C:7]([CH3:10])([CH3:9])[CH3:8])=[O:11].[Zr:18] |f:1.2.3.4.5,7.8,10.11.12.13.14|. Procedure: To 177 g of methanol, 43.7 g (0.216 mol) of 2,2,6,6-tetramethyl-3,5-heptanedione of 91% purity was dropwise added with stirring. To the resulting solution, a solution, which had been obtained by dissolving 12.7 g (0.054 mol) of ZrCl4 of 99% purity in 218 g of methanol and cooled to room temperature, was added over a period of about 5 minutes. The reaction was conducted for 1 hour with stirring, and 590 g of water was added over a period of 50 minutes. Then, stirring was performed for 1 hour. The... Starting materials: NC=1SC=C(N1)C(C(=O)OCC)=NOC1CC1 (ethyl 2-(2-aminothiazol-4-yl)-2-(cyclopropyloxyimino)acetate), [OH-].[Na+] (sodium hydroxide), Cl (hydrochloric acid). Solvent: C(C)O (ethanol), O1CCOCC1 (1,4-dioxane). Run at temperature 33 celsius, time 1.5 hour. The product is NC=1SC=C(N1)C(C(=O)O)=NOC1CC1 (2-(2-aminothiazol-4-yl)-2-(cyclopropyloxyimino)acetic acid). Isolated yield 157.2%. Reaction SMILES: [NH2:1][C:2]1[S:3][CH:4]=[C:5]([C:7](=[N:13][O:14][CH:15]2[CH2:17][CH2:16]2)[C:8]([O:10]CC)=[O:9])[N:6]=1.[OH-].[Na+].Cl>O1CCOCC1.C(O)C>[NH2:1][C:2]1[S:3][CH:4]=[C:5]([C:7](=[N:13][O:14][CH:15]2[CH2:17][CH2:16]2)[C:8]([OH:10])=[O:9])[N:6]=1 |f:1.2|. Procedure details: To a solution of ethyl 2-(2-aminothiazol-4-yl)-2-(cyclopropyloxyimino)acetate (syn isomer)(1.88 g) in 1,4-dioxane (16.7 ml) was added 1N sodium hydroxide (16.7 ml). The mixture was stirred for 1.5 hours at 33° C. After the mixture was cooled under ice-bath, 1N hydrochloric acid (16.7 ml) was added to the mixture. The mixture was concentrated in vacuo to give a residue. The residue was suspended in ethanol, concentrated in vacuo and triturated with ethyl acetate to give crude 2-(2-aminothiazol-4-...